Task: describe an organic reaction: reactants, conditions, products, and yield. Dataset: the Open Reaction Database (ORD), a public repository of structured organic reaction records Starting materials: CS(=O)(=O)N1CCC2=C(CC1)C=C(C=C2)N (3-methanesulfonyl-2,3,4,5-tetrahydro-1H-benzo[d]azepin-7-ylamine), ClC1=NC=C(C(=N1)NC1=C(C=C(C=C1)N1CCOCC1)OC)Cl ((2,5-dichloro-pyrimidin-4-yl)-(2-methoxy-4-morpholin-4-yl-phenyl)-amine). Product: ClC=1C(=NC(=NC1)NC1=CC2=C(CCN(CC2)S(=O)(=O)C)C=C1)NC1=C(C=C(C=C1)N1CCOCC1)OC (5-Chloro-N*2*-(3-methanesulfonyl-2,3,4,5-tetrahydro-1H-benzo[d]azepin-7-yl]-N*4*-(2-methoxy-4-morpholin-4-yl-phenyl)-pyrimidine-2,4-diamine), solid. Yield: 37.0%. As a reaction SMILES: [CH3:1][S:2]([N:5]1[CH2:11][CH2:10][C:9]2[CH:12]=[C:13]([NH2:16])[CH:14]=[CH:15][C:8]=2[CH2:7][CH2:6]1)(=[O:4])=[O:3].Cl[C:18]1[N:23]=[C:22]([NH:24][C:25]2[CH:30]=[CH:29][C:28]([N:31]3[CH2:36][CH2:35][O:34][CH2:33][CH2:32]3)=[CH:27][C:26]=2[O:37][CH3:38])[C:21]([Cl:39])=[CH:20][N:19]=1>>[Cl:39][C:21]1[C:22]([NH:24][C:25]2[CH:30]=[CH:29][C:28]([N:31]3[CH2:32][CH2:33][O:34][CH2:35][CH2:36]3)=[CH:27][C:26]=2[O:37][CH3:38])=[N:23][C:18]([NH:16][C:13]2[CH:14]=[CH:15][C:8]3[CH2:7][CH2:6][N:5]([S:2]([CH3:1])(=[O:4])=[O:3])[CH2:11][CH2:10][C:9]=3[CH:12]=2)=[N:19][CH:20]=1. Procedure details: 5-Chloro-N*2*-(3-methanesulfonyl-2,3,4,5-tetrahydro-1H-benzo[d]azepin-7-yl]-N*4*-(2-methoxy-4-morpholin-4-yl-phenyl)-pyrimidine-2,4-diamine was prepared from 3-methanesulfonyl-2,3,4,5-tetrahydro-1H-benzo[d]azepin-7-ylamine and (2,5-dichloro-pyrimidin-4-yl)-(2-methoxy-4-morpholin-4-yl-phenyl)-amine in an analogous manner to Example 318b. Product isolated as a pale yellow solid (60 mg, 37%). m.p.=204-206° C.; LCMS (m/e) 559 (M+1); 1H-NMR (CDCl3, 400 MHz) δ 8.17 (d, 1H, J=8.8 Hz), 8.01 (s, 1H), 7.5... The reactants are BrC1=CC=C(C=N1)CNC(=O)C=1C2=C(C=NC1)N(N=C2)C2=CC=C(C=C2)F (1-(4-fluorophenyl)-1H-pyrazolo[3,4-c]pyridine-4-carboxylic acid(6-bromopyridin-3-ylmethyl)-amide), COC(CCS(=O)[O-])=O.[Na+] (sodium 3-methoxy-3-oxopropane-1-sulfinate), [Br-] (bromide), CCOC(=O)C (EtOAc). Reagents/catalysts: [Cu]I (copper (I) iodide). The solvent is CS(=O)C (DMSO), [Cl-].[Na+].O (brine). Run at temperature 110 celsius. The product is COC(CCS(=O)(=O)C1=NC=C(C=C1)CNC(=O)C=1C2=C(C=NC1)N(N=C2)C2=CC=C(C=C2)F)=O (3-[5-({[1-(4-Fluorophenyl)-1H-pyrazolo[3,4-c]pyridine-4-carbonyl]-amino}-methyl)-pyridine-2-sulfonyl]-propionic acid methyl ester). Reaction SMILES: Br[C:2]1[N:7]=[CH:6][C:5]([CH2:8][NH:9][C:10]([C:12]2[C:13]3[CH:20]=[N:19][N:18]([C:21]4[CH:26]=[CH:25][C:24]([F:27])=[CH:23][CH:22]=4)[C:14]=3[CH:15]=[N:16][CH:17]=2)=[O:11])=[CH:4][CH:3]=1.[CH3:28][O:29][C:30](=[O:36])[CH2:31][CH2:32][S:33]([O-:35])=[O:34].[Na+].CCOC(C)=O.[Br-]>CS(C)=O.[Cl-].[Na+].O.[Cu]I>[CH3:28][O:29][C:30](=[O:36])[CH2:31][CH2:32][S:33]([C:2]1[CH:3]=[CH:4][C:5]([CH2:8][NH:9][C:10]([C:12]2[C:13]3[CH:20]=[N:19][N:18]([C:21]4[CH:26]=[CH:25][C:24]([F:27])=[CH:23][CH:22]=4)[C:14]=3[CH:15]=[N:16][CH:17]=2)=[O:11])=[CH:6][N:7]=1)(=[O:35])=[O:34] |f:1.2,6.7.8|. Reported procedure: To a solution of 1-(4-fluorophenyl)-1H-pyrazolo[3,4-c]pyridine-4-carboxylic acid(6-bromopyridin-3-ylmethyl)-amide (150 mg, 0.35 mmol) in DMSO (2 mL) was added sodium 3-methoxy-3-oxopropane-1-sulfinate (125 mg, 0.717 mmol) followed by copper (I) iodide (135 mg, 0.708 mmol). The mixture was then warmed in a microwave at 110° C. for 35 minutes. The reaction was monitored by TLC (EtOAc) indicating a new slightly more polar product than starting bromide. The reaction was then diluted with brine (10 m...